This data is from the Open Reaction Database (ORD), a public repository of structured organic reaction records. The task is: describe an organic reaction: reactants, conditions, products, and yield The reactants are NC=1N=CC2=C(N1)N(C=C2C(=O)C=2C=NC=C(C2)N)C(C)(C)C ((2-Amino-7-tert-butyl-7H-pyrrolo[2,3-d]pyrimidin-5-yl)-(5-amino-pyridin-3-yl)-methanone), C1(CC1)C=1C=NN(C1)CC(=O)O ((4-cyclopropyl-pyrazol-1-yl)-acetic acid). The product is NC=1N=CC2=C(N1)N(C=C2C(=O)C=2C=C(C=NC2)NC(CN2N=CC(=C2)C2CC2)=O)C(C)(C)C (N-[5-(2-Amino-7-tert-butyl-7H-pyrrolo[2,3-d]pyrimidine-5-carbonyl)-pyridin-3-yl]-2-(4-cyclopropyl-pyrazol-1-yl)-acetamide). RXN SMILES: [NH2:1][C:2]1[N:3]=[CH:4][C:5]2[C:10]([C:11]([C:13]3[CH:14]=[N:15][CH:16]=[C:17]([NH2:19])[CH:18]=3)=[O:12])=[CH:9][N:8]([C:20]([CH3:23])([CH3:22])[CH3:21])[C:6]=2[N:7]=1.[CH:24]1([C:27]2[CH:28]=[N:29][N:30]([CH2:32][C:33](O)=[O:34])[CH:31]=2)[CH2:26][CH2:25]1>>[NH2:1][C:2]1[N:3]=[CH:4][C:5]2[C:10]([C:11]([C:13]3[CH:18]=[C:17]([NH:19][C:33](=[O:34])[CH2:32][N:30]4[CH:31]=[C:27]([CH:24]5[CH2:25][CH2:26]5)[CH:28]=[N:29]4)[CH:16]=[N:15][CH:14]=3)=[O:12])=[CH:9][N:8]([C:20]([CH3:23])([CH3:22])[CH3:21])[C:6]=2[N:7]=1. Procedure details: The title compound was prepared according to the method described for Example 1 using (2-Amino-7-tert-butyl-7H-pyrrolo[2,3-d]pyrimidin-5-yl)-(5-amino-pyridin-3-yl)-methanone (see Preparation 65) and (4-cyclopropyl-pyrazol-1-yl)-acetic acid to afford the title compound as a pale yellow solid in 16% yield, 12 mg. LCMS (System 10): Rt=2.80 min; m/z 459 [M+H]+.